Dataset: the Open Reaction Database (ORD), a public repository of structured organic reaction records. Task: describe an organic reaction: reactants, conditions, products, and yield Starting materials: C[Al](C)C (Trimethylaluminum), Cl.C(C)N (ethylamine hydrochloride), Cl (HCl), C1(=CC=CC=C1)C=1C=C(C(=O)OC)C=CC1 (Methyl 3-phenylbenzoate). The solvent is C1(=CC=CC=C1)C (toluene), C1(=CC=CC=C1)C (toluene). The product is C(C)NC(C1=CC(=CC=C1)C1=CC=CC=C1)=O (N-ethyl 3-phenylbenzamide). Isolated yield 62.0%. As a reaction SMILES: C[Al](C)C.Cl.[CH2:6]([NH2:8])[CH3:7].[C:9]1([C:15]2[CH:16]=[C:17]([CH:22]=[CH:23][CH:24]=2)[C:18](OC)=[O:19])[CH:14]=[CH:13][CH:12]=[CH:11][CH:10]=1.Cl>C1(C)C=CC=CC=1>[CH2:6]([NH:8][C:18](=[O:19])[C:17]1[CH:22]=[CH:23][CH:24]=[C:15]([C:9]2[CH:10]=[CH:11][CH:12]=[CH:13][CH:14]=2)[CH:16]=1)[CH3:7] |f:1.2|. Procedure details: Trimethylaluminum (920 μL of 2M solution in toluene, 1.84 mmol) was added drop wise to a suspension of ethylamine hydrochloride (151 mg, 1.84 mmol) in 2.76 mL of dry toluene at 0° C. The reaction was then warmed to room temperature and stirred until no gas evolution was observed. The clear solution was then canulated onto a solution of Methyl 3-phenylbenzoate in 6 mL of toluene. The reaction was then heated to 80° C. and stirred for 18 hours. The reaction mixture was then carefully treated with ...